From a dataset of the Open Reaction Database (ORD), a public repository of structured organic reaction records. describe an organic reaction: reactants, conditions, products, and yield Reactants: B, C=Cc1cnc2c(c1)C(=O)N(C)c1ccc(Cl)nc1N2CC, [Na+], C1CCOC1, C1CCOC1, [OH-], O, OO. The product is CCN1c2ncc(CCO)cc2C(=O)N(C)c2ccc(Cl)nc21. RXN SMILES: [BH3:28].[Cl:1][c:2]1[cH:3][cH:4][c:5]2[c:11]([n:12]1)[N:10]([CH2:13][CH3:14])[c:9]1[c:8]([cH:18][c:17]([CH:19]=[CH2:20])[cH:16][n:15]1)[C:7](=[O:21])[N:6]2[CH3:22].[Na+:30].[O:23]1[CH2:24][CH2:25][CH2:26][CH2:27]1.[O:34]1[CH2:35][CH2:36][CH2:37][CH2:38]1.[OH-:29].[OH2:33].[OH:31][OH:32]>>[Cl:1][c:2]1[cH:3][cH:4][c:5]2[c:11]([n:12]1)[N:10]([CH2:13][CH3:14])[c:9]1[c:8]([cH:18][c:17]([CH2:19][CH2:20][OH:23])[cH:16][n:15]1)[C:7](=[O:21])[N:6]2[CH3:22]. Reactants: CC1CNCC(NC(=O)OC(C)(C)C)C1, O=C(Cl)OCc1ccccc1, [Na+], O=C([O-])O, C1COCCO1, O. Yields the product CC1CC(NC(=O)OC(C)(C)C)CN(C(=O)OCc2ccccc2)C1. RXN SMILES: [C:1]([CH3:2])([CH3:3])([CH3:4])[O:5][C:6]([NH:7][CH:8]1[CH2:9][NH:10][CH2:11][CH:12]([CH3:14])[CH2:13]1)=[O:15].[Cl:21][C:22](=[O:23])[O:24][CH2:25][c:26]1[cH:27][cH:28][cH:29][cH:30][cH:31]1.[Na+:20].[O-:16][C:17]([OH:18])=[O:19].[O:32]1[CH2:33][CH2:34][O:35][CH2:36][CH2:37]1.[OH2:38]>>[C:1]([CH3:2])([CH3:3])([CH3:4])[O:5][C:6]([NH:7][CH:8]1[CH2:9][N:10]([C:22](=[O:23])[O:24][CH2:25][c:26]2[cH:27][cH:28][cH:29][cH:30][cH:31]2)[CH2:11][CH:12]([CH3:14])[CH2:13]1)=[O:15]. The reactants are N\C(=C/C(=O)OC(C)(C)C)\C (t-butyl 3-aminocrotonate), C(C1=CC=CC=C1)(=O)N=C=S (benzoyl isothiocyanate). Solvent: C(C)OCC (diethyl ether). Run at time 3 hour. Product: N\C(=C(/C(=O)OC(C)(C)C)\C(NC(C1=CC=CC=C1)=O)=S)\C (t-Butyl 3-amino-2-(N-benzoylthiocarbamoyl)crotonate). Yield: 43.7%. As a reaction SMILES: [NH2:1]/[C:2](/[CH3:11])=[CH:3]\[C:4]([O:6][C:7]([CH3:10])([CH3:9])[CH3:8])=[O:5].[C:12]([N:20]=[C:21]=[S:22])(=[O:19])[C:13]1[CH:18]=[CH:17][CH:16]=[CH:15][CH:14]=1>C(OCC)C>[NH2:1]/[C:2](/[CH3:11])=[C:3](/[C:21](=[S:22])[NH:20][C:12](=[O:19])[C:13]1[CH:18]=[CH:17][CH:16]=[CH:15][CH:14]=1)\[C:4]([O:6][C:7]([CH3:10])([CH3:9])[CH3:8])=[O:5]. Procedure: A mixture of t-butyl 3-aminocrotonate (65.3 g, 0.4 mol), benzoyl isothiocyanate (62.9 g, 0.4 mol), and diethyl ether (300 ml) was stirred at ambient temperature for 3 hours. The solid product was collected on a filter, washed with ether and dried to give 56 g (43.7 percent yield) of material melting at 107° to 110° C. Reactants: CCc1ccc2c(n1)CCCC2, [Li]CCCC, C[Si](C)(C)N=C=S, CC(C)NC(C)C, c1ccccc1. Product: CCc1ccc2c(n1)C(C(N)=S)CCC2. Reaction SMILES: [CH2:13]([CH3:14])[c:15]1[n:16][c:17]2[c:22]([cH:23][cH:24]1)[CH2:21][CH2:20][CH2:19][CH2:18]2.[CH2:8]([Li:9])[CH2:10][CH2:11][CH3:12].[CH3:25][Si:26]([CH3:27])([CH3:28])[N:29]=[C:30]=[S:31].[CH:1]([NH:2][CH:3]([CH3:4])[CH3:5])([CH3:6])[CH3:7].[cH:32]1[cH:33][cH:34][cH:35][cH:36][cH:37]1>>[CH2:13]([CH3:14])[c:15]1[n:16][c:17]2[c:22]([cH:23][cH:24]1)[CH2:21][CH2:20][CH2:19][CH:18]2[C:30]([NH2:29])=[S:31]. The reactants are C(C1=CC=CC=C1)N1N=CC(=C1)CNC1=CC=C(C=C1)C(C)C ([(1-benzylpyrazol-4-yl)methyl](4-isopropylphenyl)amine), C(C)(C)C1=C(C(=CC=C1)C(C)C)N=C=O (2,6-diisopropylphenyl isocyanate), C1(=CC=CC=C1)C (toluene). Reaction conditions: time 8 hour. The product is C(C1=CC=CC=C1)N1N=CC(=C1)CN(C(=O)NC1=C(C=CC=C1C(C)C)C(C)C)C1=C(C=CC=C1)C(C)C (N-[(1-benzylpyrazol-4-yl)methyl]-N′-(2,6-diisopropylphenyl)-N-(isopropylphenyl)urea). Reaction SMILES: [CH2:1]([N:8]1[CH:12]=[C:11]([CH2:13][NH:14][C:15]2[CH:20]=[CH:19][C:18](C(C)C)=[CH:17][CH:16]=2)[CH:10]=[N:9]1)[C:2]1[CH:7]=[CH:6][CH:5]=[CH:4][CH:3]=1.[CH:24]([C:27]1[CH:32]=[CH:31][CH:30]=[C:29]([CH:33]([CH3:35])[CH3:34])[C:28]=1[N:36]=[C:37]=[O:38])([CH3:26])[CH3:25].[C:39]1(C)[CH:44]=CC=C[CH:40]=1>>[CH2:1]([N:8]1[CH:12]=[C:11]([CH2:13][N:14]([C:15]2[CH:16]=[CH:17][CH:18]=[CH:19][C:20]=2[CH:39]([CH3:44])[CH3:40])[C:37]([NH:36][C:28]2[C:29]([CH:33]([CH3:34])[CH3:35])=[CH:30][CH:31]=[CH:32][C:27]=2[CH:24]([CH3:25])[CH3:26])=[O:38])[CH:10]=[N:9]1)[C:2]1[CH:3]=[CH:4][CH:5]=[CH:6][CH:7]=1. Procedure: To a solution of [(1-benzylpyrazol-4-yl)methyl](4-isopropylphenyl)amine (0.17 g) in toluene (5 mL) was added 2,6-diisopropylphenyl isocyanate (0.12 mL) and the mixture was stirred overnight at room temperature. The reaction mixture was washed with saturated brine and dried over magnesium sulfate. The solvent was evaporated under reduced pressure and the residue was purified by silica gel column chromatography to give N-[(1-benzylpyrazol-4-yl)methyl]-N′-(2,6-diisopropylphenyl)-N-(isopropylphenyl)... Solvent: C1CCOC1 (THF), C1CCOC1 (THF), C1CCOC1 (THF). RXN SMILES: C[Si]([N-][Si](C)(C)C)(C)C.[Li+].[F:11][C:12]1[C:17]([F:18])=[CH:16][CH:15]=[CH:14][C:13]=1[CH:19]1[CH2:24][N:23]([CH2:25][C:26]([F:29])([F:28])[F:27])[C:22](=[O:30])[CH2:21][CH2:20]1.C(C1C=C(C(C)C)C=C(C(C)C)C=1S([N:49]=[N+:50]=[N-:51])(=O)=O)(C)C.CC(O)=O>C1COCC1>[N:49]([CH:21]1[CH2:20][CH:19]([C:13]2[CH:14]=[CH:15][CH:16]=[C:17]([F:18])[C:12]=2[F:11])[CH2:24][N:23]([CH2:25][C:26]([F:29])([F:27])[F:28])[C:22]1=[O:30])=[N+:50]=[N-:51] |f:0.1|. Product: N(=[N+]=[N-])C1C(N(CC(C1)C1=C(C(=CC=C1)F)F)CC(F)(F)F)=O (3-Azido-5-(2,3-difluorophenyl)-1-(2,2,2-trifluoroethyl)piperidin-2-one). Starting materials: C(C)(C)C1=C(C(=CC(=C1)C(C)C)C(C)C)S(=O)(=O)N=[N+]=[N-] (2,4,6-triisopropylbenzenesulfonyl azide), C[Si](C)(C)[N-][Si](C)(C)C.[Li+] (lithium bis(trimethylsilyl)amide), FC1=C(C=CC=C1F)C1CCC(N(C1)CC(F)(F)F)=O (5-(2,3-difluorophenyl)-1-(2,2,2-trifluoroethyl)piperidin-2-one), CC(=O)O (AcOH). Procedure details: To a stirred solution of lithium bis(trimethylsilyl)amide (1.0 M in THF, 26.3 mL, 26.3 mmol) in THF (120 mL) at −78° C. was added a cold (−78° C.) solution of 5-(2,3-difluorophenyl)-1-(2,2,2-trifluoroethyl)piperidin-2-one (6.42 g, 21.9 mmol) in THF (100 mL) dropwise, keeping the internal temperature of the reaction mixture below −65° C. The resulting mixture was stirred at −78° C. for 30 min, then a cold (−78° C.) solution of 2,4,6-triisopropylbenzenesulfonyl azide (Harmon et al. J. Org. Chem. 1... Reaction conditions: temperature -78 celsius, time 30 minute. Reactants: ClC1=CC=C(C=C1)C=1SC(=C(N1)C)C(C)=NN ({1-[2-(4-chlorophenyl)-4-methylthiazol-5-yl]ethylidene}-hydrazine), OC1=C(C=C(C=O)C=C1C)C (4-hydroxy-3,5-dimethylbenzaldehyde). Solvent: C(C)O (ethanol). Yields the product ClC1=CC=C(C=C1)C=1SC(=C(N1)C)C(C)=NN=CC1=CC(=C(C(=C1)C)O)C (4-{[1-[2-(4-Chlorophenyl)-4-methylthiazol-5-yl]ethylidene]hydrazonomethyl}-2,6-dimethyl-phenol). The yield is 38.4%. RXN SMILES: [Cl:1][C:2]1[CH:7]=[CH:6][C:5]([C:8]2[S:9][C:10]([C:14](=[N:16][NH2:17])[CH3:15])=[C:11]([CH3:13])[N:12]=2)=[CH:4][CH:3]=1.[OH:18][C:19]1[C:26]([CH3:27])=[CH:25][C:22]([CH:23]=O)=[CH:21][C:20]=1[CH3:28]>C(O)C>[Cl:1][C:2]1[CH:3]=[CH:4][C:5]([C:8]2[S:9][C:10]([C:14](=[N:16][N:17]=[CH:23][C:22]3[CH:25]=[C:26]([CH3:27])[C:19]([OH:18])=[C:20]([CH3:28])[CH:21]=3)[CH3:15])=[C:11]([CH3:13])[N:12]=2)=[CH:6][CH:7]=1. Procedure details: In ethanol (3 ml), {1-[2-(4-chlorophenyl)-4-methylthiazol-5-yl]ethylidene}-hydrazine (40 mg) prepared in the Step 30-1-2 and 4-hydroxy-3,5-dimethylbenzaldehyde (29 mg) was heated under reflux for 20 hours. After the mixture was allowed to cool, the precipitated crystal was separated by filtration to give the title compound (23 mg, 38%). Reactants: Cl (hydrochloric acid), C1(C=2C(C(=O)O1)=CC=CC2)=O (phthalic anhydride), C(#N)CC(=O)O (cyanoacetic acid), O (water). Run in N1=CC=CC=C1 (pyridine). Conditions: time 6 hour. Product: C(#N)C=C1OC(=O)C2=CC=CC=C12 (3-Cyanomethylene phthalide). RXN SMILES: [C:1]1(=O)[O:6][C:4](=[O:5])[C:3]2=[CH:7][CH:8]=[CH:9][CH:10]=[C:2]12.[C:12]([CH2:14]C(O)=O)#[N:13].O.Cl>N1C=CC=CC=1>[C:12]([CH:14]=[C:1]1[C:2]2[C:3](=[CH:7][CH:8]=[CH:9][CH:10]=2)[C:4](=[O:5])[O:6]1)#[N:13]. Procedure: A finely powdered mixture of phthalic anhydride (34 g.; 0.23 mole) and cyanoacetic acid (22 g.; 0.26 mole) was dissolved in dry pyridine (28 ml) and the mixture stirred for 6 hours at 60°-70° C. After cooling overnight the dark solid was treated with water (800 ml) and brought to pH 4-5 with hydrochloric acid. The resulting yellow solid was filtered off, washed well with water and recrystallised from glacial acetic acid, m.p. 178°-180° C. (lit. m.p. 195° C.). Starting materials: COCCOC(=O)CC(C)=O, CC(=O)CC(=O)OC(C)C, CC1=CC(=O)OC(C)(C)O1, CC(C)O, COCCO, N. The product is CC(N)=CC(=O)OC(C)C. Reaction SMILES: [C:1]([O:2][CH2:3][CH2:4][O:5][CH3:6])(=[O:7])[CH2:8][C:9]([CH3:10])=[O:11].[C:23]([O:24][CH:25]([CH3:26])[CH3:27])(=[O:28])[CH2:29][C:30]([CH3:31])=[O:32].[CH3:12][C:13]1([CH3:21])[O:14][C:15]([CH3:20])=[CH:16][C:17](=[O:19])[O:18]1.[CH3:33][CH:34]([OH:35])[CH3:36].[CH3:37][O:38][CH2:39][CH2:40][OH:41].[NH3:22]>>[CH3:12][CH:13]([O:18][C:17]([CH:16]=[C:15]([CH3:20])[NH2:22])=[O:19])[CH3:21].